Dataset: the Open Reaction Database (ORD), a public repository of structured organic reaction records. Task: describe an organic reaction: reactants, conditions, products, and yield Starting materials: C(=O)OCC (ethyl formate), C[O-].[Na+] (sodium methoxide), O1CCCC1 (tetrahydrofuran), O1CCCC1 (tetrahydrofuran), [Na] (sodium), CN(S(=O)(=O)C1=CC=C(C(=O)CC=O)C=C1)C (4-(dimethylaminosulfonyl)benzoylacetaldehyde), C(C)(=O)C1=CC=C(C=C1)S(=O)(=O)N(C)C (4-acetyl-N,N-dimethylbenzenesulfonamide). Run in O (water). Yields the product C(#N)CC(=O)N (cyanoacetamide), O=C1C(C#N)=CC=CN1 (1,2-dihydro-2-oxonicotinonitrile). RXN SMILES: [Na].[CH3:2][N:3]([CH3:18])S(C1C=CC(C(CC=O)=O)=CC=1)(=O)=O.C[O-].[Na+].C([O:24][CH2:25][CH3:26])=O.C(C1C=CC(S([N:39]([CH3:41])C)(=O)=O)=CC=1)(=O)C.[O:42]1[CH2:46][CH2:45][CH2:44][CH2:43]1>O>[C:18]([CH2:26][C:25]([NH2:39])=[O:24])#[N:3].[O:42]=[C:46]1[NH:39][CH:41]=[CH:43][CH:44]=[C:45]1[C:2]#[N:3] |f:2.3,^1:0|. Procedure details: From a solution of the sodium salt of 4-(dimethylaminosulfonyl)benzoylacetaldehyde in 2 l. of water (prepared from 36.1 g. of sodium methoxide in 500 ml. of tetrahydrofuran, 49.5 g. of ethyl formate, and a solution of 137.8 g. of 4-acetyl-N,N-dimethylbenzenesulfonamide in 1.4 l. of tetrahydrofuran) and 76.6 g. of cyanoacetamide, there is obtained 6-[4-dimethylaminosulfonyl)phenyl]-1,2-dihydro-2-oxonicotinonitrile; m.p. 263°-267° C. (dec.) after crystallization from aqueous dimethylformamide.